From a dataset of the Open Reaction Database (ORD), a public repository of structured organic reaction records. describe an organic reaction: reactants, conditions, products, and yield Reactants: O=C1CCC(=O)N1Br, COc1c(C)c(Br)c(OC)c(OC)c1OC, CCOC(C)=O, CC(C)(C#N)N=NC(C)(C)C#N. Yields the product COc1c(Br)c(CBr)c(OC)c(OC)c1OC. Reaction SMILES: [Br:17][N:18]1[C:19](=[O:20])[CH2:21][CH2:22][C:23]1=[O:24].[Br:1][c:2]1[c:3]([O:15][CH3:16])[c:4]([O:13][CH3:14])[c:5]([O:11][CH3:12])[c:6]([O:9][CH3:10])[c:7]1[CH3:8].[CH3:37][CH2:38][O:39][C:40](=[O:41])[CH3:42].[N:25]#[C:26][C:27]([N:28]=[N:29][C:30]([C:31]#[N:32])([CH3:33])[CH3:34])([CH3:35])[CH3:36]>>[Br:1][c:2]1[c:3]([O:15][CH3:16])[c:4]([O:13][CH3:14])[c:5]([O:11][CH3:12])[c:6]([O:9][CH3:10])[c:7]1[CH2:8][Br:17]. The reactants are OCc1cncc(Br)c1, O=[Mn]=O. The product is O=Cc1cncc(Br)c1. Reaction SMILES: [Br:1][c:2]1[cH:3][c:4]([CH2:8][OH:9])[cH:5][n:6][cH:7]1.[O:10]=[Mn:11]=[O:12]>>[Br:1][c:2]1[cH:3][c:4]([CH:8]=[O:9])[cH:5][n:6][cH:7]1. Starting materials: N#CC1=CC=C(C=O)C=C1. Reagents/catalysts: NC, O1BOC(C)(C)C1(C)C, O1B(OC(C)(C)C1(C)C)B2OC(C)(C)C(O2)(C)C, N=1C=C(C(=C2C=CC3=C(N=CC(=C3C)C)C12)C)C, C[OH2+].C[OH2+].C1CC=CCCC=C1.C1CC=CCCC=C1.[Ir].[Ir]. Solvent: O1CCCC1. Conditions: temperature 90 celsius, time 12 hour. The product is N#CC1=CC=C(C=O)C=C1B2OC(C)(C)C(O2)(C)C. Isolated yield 96.0%.